From a dataset of the Open Reaction Database (ORD), a public repository of structured organic reaction records. describe an organic reaction: reactants, conditions, products, and yield Starting materials: BrC1C(OC2=C(O1)C=CC=C2)Br (2,3-Dibromo-2,3-dihydro-1,4-benzodioxine), [I-].[Na+] (sodium iodide). Run in CC(=O)C (acetone). Reaction conditions: time 2 hour. Yields the product O1C=COC2=C1C=CC=C2 (Benzo[1,4]dioxine). RXN SMILES: Br[CH:2]1[O:7][C:6]2[CH:8]=[CH:9][CH:10]=[CH:11][C:5]=2[O:4][CH:3]1Br.[I-].[Na+]>CC(C)=O>[O:4]1[C:5]2[CH:11]=[CH:10][CH:9]=[CH:8][C:6]=2[O:7][CH:2]=[CH:3]1 |f:1.2|. Reported procedure: 73.45 mmol of the compound obtained in Step A above are dissolved in 125 ml of acetone; the solution is then stirred for 2 hours under reflux, in the presence of sodium iodide (359.9 mmol). After evaporating off the solvent, the residue is dissolved in a mixture of water/ethyl acetate (100 ml/200 ml). The organic phase is then washed with 20% aqueous sodium thiosulphate solution and then the aqueous phase is extracted twice with ethyl acetate. The organic phases are combined, dried over magnesiu... The reactants are CN(C1=CC=CC=C1)C (N,N-dimethylaniline), secondary amine, C(=O)(Cl)Cl (phosgene), C1(=CC=CC=C1)NC1=CC(=CC=C1)Cl (N-phenyl-3-chloroaniline). The solvent is C=1(C(=CC=CC1)C)C (xylene), C1(=CC=CC=C1)C (toluene), C1(=CC=CC=C1)C (toluene). Product: ClC=1C=C(C=CC1)N(C(=O)Cl)C1=CC=CC=C1 (N-(3-chlorophenyl)-N-phenyl carbamyl chloride). RXN SMILES: CN(C)C1C=CC=CC=1.[C:10]([Cl:13])(Cl)=[O:11].[C:14]1([NH:20][C:21]2[CH:26]=[CH:25][CH:24]=[C:23]([Cl:27])[CH:22]=2)[CH:19]=[CH:18][CH:17]=[CH:16][CH:15]=1>C1(C)C=CC=CC=1.C1(C)C(C)=CC=CC=1>[Cl:27][C:23]1[CH:22]=[C:21]([N:20]([C:14]2[CH:15]=[CH:16][CH:17]=[CH:18][CH:19]=2)[C:10]([Cl:13])=[O:11])[CH:26]=[CH:25][CH:24]=1. Procedure: Other of the novel ureas and thioureas of this invention are prepared by reacting arylamines with activated derivatives of carbonic acid such as phosgene or thiophosgene to yield an intermediate, for instance, an arylcarbamyl chloride. This intermediate is then reacted with a secondary amine to yield the urea or thiourea. The preparation of this intermediate is conducted in an aprotic solvent such as toluene or xylene at temperatures from about room temperature up to the boiling point of the sol... The reactants are [Si](C)(C)(C(C)(C)C)OCCC(C(O)C1=C(C=CC(=C1)[N+](=O)[O-])F)=C (4-(tert-butyldimethylsilyloxy)-1-(2-fluoro-5-nitrophenyl)-2-methylenebutan-1-ol). The reagents and catalysts are [O-2].[O-2].[Mn+4] (manganese dioxide). Solvent: C(Cl)(Cl)Cl (chloroform). Yields the product [Si](C)(C)(C(C)(C)C)OCCC(C(=O)C1=C(C=CC(=C1)[N+](=O)[O-])F)=C (4-(tert-butyldimethylsilyloxy)-1-(2-fluoro-5-nitrophenyl)-2-methylenebutan-1-one). Isolated yield 82.5%. Reaction SMILES: [Si:1]([O:8][CH2:9][CH2:10][C:11](=[CH2:24])[CH:12]([C:14]1[CH:19]=[C:18]([N+:20]([O-:22])=[O:21])[CH:17]=[CH:16][C:15]=1[F:23])[OH:13])([C:4]([CH3:7])([CH3:6])[CH3:5])([CH3:3])[CH3:2]>C(Cl)(Cl)Cl.[O-2].[O-2].[Mn+4]>[Si:1]([O:8][CH2:9][CH2:10][C:11](=[CH2:24])[C:12]([C:14]1[CH:19]=[C:18]([N+:20]([O-:22])=[O:21])[CH:17]=[CH:16][C:15]=1[F:23])=[O:13])([C:4]([CH3:7])([CH3:6])[CH3:5])([CH3:3])[CH3:2] |f:2.3.4|. Procedure: To a solution of 4-(tert-butyldimethylsilyloxy)-1-(2-fluoro-5-nitrophenyl)-2-methylenebutan-1-ol (0.94 g, 2.64 mmol) from step B in chloroform (88 mL) was added manganese dioxide (3.45 g, 39.7 mmol), and the reaction mixture was heated under reflux for 24 h. The reaction mixture was filtered through a pad of Celite, and the filtrate was evaporated in vacuo. The residue was purified by chromatography eluting with 5-10% ethyl acetate/hexanes to give the title compound as a colorless oil (0.77 g, 8... Starting materials: BrC1=C(C=C(C=C1C)O)C (4-bromo-3,5-dimethylphenol), BrCC1OCCC1 (2-(bromomethyl)tetrahydrofuran), Intermediate 2. Yields the product BrC1=C(C=C(OCC2OCCC2)C=C1C)C (2-((4-Bromo-3,5-dimethylphenoxy)methyl)tetrahydrofuran). Reaction SMILES: [Br:1][C:2]1[C:7]([CH3:8])=[CH:6][C:5]([OH:9])=[CH:4][C:3]=1[CH3:10].Br[CH2:12][CH:13]1[CH2:17][CH2:16][CH2:15][O:14]1>>[Br:1][C:2]1[C:7]([CH3:8])=[CH:6][C:5]([O:9][CH2:12][CH:13]2[CH2:17][CH2:16][CH2:15][O:14]2)=[CH:4][C:3]=1[CH3:10]. Procedure details: The title compound is prepared from 4-bromo-3,5-dimethylphenol and 2-(bromomethyl)tetrahydrofuran following a procedure analogous to that described in Step 3 of Intermediate 2. LC (method 1): tR=1.37 min; Mass spectrum (ESI+): m/z=285 [M+H]+. Reactants: CC(=O)N(C1CC1)C1CC(C)N(Cc2ccccc2)c2ccccc21, CCO, O=C[O-], [NH4+]. The product is CC(=O)N(C1CC1)C1CC(C)Nc2ccccc21. As a reaction SMILES: [CH2:1]([c:2]1[cH:3][cH:4][cH:5][cH:6][cH:7]1)[N:8]1[CH:9]([CH3:25])[CH2:10][CH:11]([N:18]([C:19]([CH3:20])=[O:21])[CH:22]2[CH2:23][CH2:24]2)[c:12]2[cH:13][cH:14][cH:15][cH:16][c:17]21.[CH3:30][CH2:31][OH:32].[CH:26]([O-:27])=[O:28].[NH4+:29]>>[NH:8]1[CH:9]([CH3:25])[CH2:10][CH:11]([N:18]([C:19]([CH3:20])=[O:21])[CH:22]2[CH2:23][CH2:24]2)[c:12]2[cH:13][cH:14][cH:15][cH:16][c:17]21. Starting materials: CC(C)OC(=O)NC1Cc2c(n(CC3C(O)CCN3C(=O)OC(C)(C)C)c3ccc(C#N)cc23)C1, CC(=O)O[BH-](OC(C)=O)OC(C)=O, O=C([O-])O, C=O, C1COCCO1, CCO, ClCCl, Cl, [Na+], [Na+]. Yields the product CC(C)OC(=O)NC1Cc2c(n(CC3C(O)CCN3C)c3ccc(C#N)cc23)C1. Reaction SMILES: [C:1]([O:2][C:6](=[O:3])[N:8]1[CH:9]([CH2:14][n:15]2[c:16]3[c:17]([c:18]4[cH:19][c:20]([C:24]#[N:25])[cH:21][cH:22][c:23]24)[CH2:26][CH:27]([NH:29][C:30](=[O:31])[O:32][CH:33]([CH3:34])[CH3:35])[CH2:28]3)[CH:10]([OH:13])[CH2:11][CH2:12]1)([CH3:4])([CH3:5])[CH3:7].[C:39]([O:40][BH-:41]([O:42][C:43](=[O:44])[CH3:45])[O:46][C:47](=[O:48])[CH3:49])(=[O:50])[CH3:51].[C:53](=[O:54])([OH:55])[O-:56].[CH2:37]=[O:38].[CH2:61]1[O:62][CH2:63][CH2:64][O:65][CH2:66]1.[CH3:58][CH2:59][OH:60].[Cl:67][CH2:68][Cl:69].[ClH:36].[Na+:52].[Na+:57]>>[CH3:6][N:8]1[CH:9]([CH2:14][n:15]2[c:16]3[c:17]([c:18]4[cH:19][c:20]([C:24]#[N:25])[cH:21][cH:22][c:23]24)[CH2:26][CH:27]([NH:29][C:30](=[O:31])[O:32][CH:33]([CH3:34])[CH3:35])[CH2:28]3)[CH:10]([OH:13])[CH2:11][CH2:12]1.